From a dataset of the Open Reaction Database (ORD), a public repository of structured organic reaction records. describe an organic reaction: reactants, conditions, products, and yield Product: CCC(CC)(c1ccc(OCC(=O)C(C)(C)C)c(C)c1)c1cc(C)c(S(N)(=O)=O)s1, CC(=O)O. Reaction SMILES: [C:1]([CH3:2])([CH3:3])([CH3:4])[O:5][C:6]([CH3:7])=[O:8].[CH3:9][C:10]([C:11]([CH2:12][O:13][c:14]1[c:15]([CH3:35])[cH:16][c:17]([C:20]([CH2:21][CH3:22])([CH2:23][CH3:24])[c:25]2[cH:26][c:27]([CH3:34])[c:28]([S:30](=[O:31])(=[O:32])[NH2:33])[s:29]2)[cH:18][cH:19]1)=[O:36])([CH3:37])[CH3:38].[ClH:39].[O:40]1[CH2:41][CH2:42][O:43][CH2:44][CH2:45]1>>[CH3:9][C:10]([C:11]([CH2:12][O:13][c:14]1[c:15]([CH3:35])[cH:16][c:17]([C:20]([CH2:21][CH3:22])([CH2:23][CH3:24])[c:25]2[cH:26][c:27]([CH3:34])[c:28]([S:30](=[O:31])(=[O:32])[NH2:33])[s:29]2)[cH:18][cH:19]1)=[O:36])([CH3:37])[CH3:38].[O:5]=[C:6]([CH3:7])[OH:8]. The reactants are CC(=O)OC(C)(C)C, CCC(CC)(c1ccc(OCC(=O)C(C)(C)C)c(C)c1)c1cc(C)c(S(N)(=O)=O)s1, Cl, C1COCCO1. The product is C(C)(C)(C)OC(NC1=C(C=C(C(=C1)S)C(C)C)NC(=O)OC(C)(C)C)=O ((2-tert-Butyoxycarbonylamino-4-isopropyl-5-mercapto-phenyl)-carbamic acid tert-butyl ester). Starting materials: C(C)(C)(C)OC(NC1=C(C=C(C(=C1)SC#N)C(C)C)NC(=O)OC(C)(C)C)=O ((2-tert-butyoxycarbonylamino-4-isopropyl-5-thiocyanato-phenyl)-carbamic acid tert-butyl ester), CO (MeOH), S.[Na] (sodium hydrogen sulfide), [BH4-].[Na+] (sodium borohydride). Procedure: The title compound was prepared according to General Method 14b using (2-tert-butyoxycarbonylamino-4-isopropyl-5-thiocyanato-phenyl)-carbamic acid tert-butyl ester (prepared in Example SS-1; 9 g, 22 mmol), sodium hydrogen sulfide (3.7 g, 66 mmol), sodium borohydride (5.02 g, 132 mmol), MeOH (20 mL), H2O (5 mL), and AcOH (2 mL). The crude product was used without any purification. MS(APCI): 381 (M−H). As a reaction SMILES: [C:1]([O:5][C:6](=[O:28])[NH:7][C:8]1[CH:13]=[C:12]([S:14]C#N)[C:11]([CH:17]([CH3:19])[CH3:18])=[CH:10][C:9]=1[NH:20][C:21]([O:23][C:24]([CH3:27])([CH3:26])[CH3:25])=[O:22])([CH3:4])([CH3:3])[CH3:2].S.[Na].[BH4-].[Na+].CO>CC(O)=O.O>[C:1]([O:5][C:6](=[O:28])[NH:7][C:8]1[CH:13]=[C:12]([SH:14])[C:11]([CH:17]([CH3:18])[CH3:19])=[CH:10][C:9]=1[NH:20][C:21]([O:23][C:24]([CH3:25])([CH3:27])[CH3:26])=[O:22])([CH3:2])([CH3:3])[CH3:4] |f:1.2,3.4,^1:29|. Solvent: CC(=O)O (AcOH), O (H2O). Starting materials: C(C1=CC=CC=C1)OC1=CC=C2C(=CC=NC2=C1)OC1=CC=2N(C=C1)C(=C(N2)C)C(=O)NC (7-{[7-(benzyloxy)quinolin-4-yl]oxy}-N,2-dimethylimidazo[1,2-α]pyridine-3-carboxamide), C(=O)(C(F)(F)F)O (TFA). Product: OC1=CC=C2C(=CC=NC2=C1)OC1=CC=2N(C=C1)C(=C(N2)C)C(=O)NC (7-[(7-hydroxyquinolin-4-yl)oxy]-N,2-dimethylimidazo[1,2-α]pyridine-3-carboxamide). RXN SMILES: C([O:8][C:9]1[CH:18]=[C:17]2[C:12]([C:13]([O:19][C:20]3[CH:25]=[CH:24][N:23]4[C:26]([C:30]([NH:32][CH3:33])=[O:31])=[C:27]([CH3:29])[N:28]=[C:22]4[CH:21]=3)=[CH:14][CH:15]=[N:16]2)=[CH:11][CH:10]=1)C1C=CC=CC=1.C(O)(C(F)(F)F)=O>>[OH:8][C:9]1[CH:18]=[C:17]2[C:12]([C:13]([O:19][C:20]3[CH:25]=[CH:24][N:23]4[C:26]([C:30]([NH:32][CH3:33])=[O:31])=[C:27]([CH3:29])[N:28]=[C:22]4[CH:21]=3)=[CH:14][CH:15]=[N:16]2)=[CH:11][CH:10]=1. Procedure details: The first step of the reaction was carried out according to Scheme II discussed previously to yield 7-{[7-(benzyloxy)quinolin-4-yl]oxy}-N,2-dimethylimidazo[1,2-α]pyridine-3-carboxamide 111-C. Following the addition of TFA and reflux, 7-[(7-hydroxyquinolin-4-yl)oxy]-N,2-dimethylimidazo[1,2-α]pyridine-3-carboxamide 111 was obtained. The product is C[Si](CCOCN(C1=CC(=NC=2N1N=CC2C=2C=NC(=CC2)Cl)C2CC1CCC(C2)N1C(=O)OC(C)(C)C)COCC[Si](C)(C)C)(C)C (tert-butyl 3-(7-(bis((2-(trimethylsilyl)ethoxy)methyl)amino)-3-(6-chloropyridin-3-yl)pyrazolo[1,5-a]pyrimidin-5-yl)-8-azabicyclo[3.2.1]octane-8-carboxylate). Reported procedure: 2-Chloro-5-(4,4,5,5-tetramethyl-1,3,2-dioxaborolan-2-yl)pyridine (5.55 mmol, 1327 mg), K3PO4 (14.48 mmol, 3070 mg), and PdCl2(dppf).CH2Cl2 (0.48 mmol, 394 mg) were added to a solution of tert-butyl 3-(7-(bis((2-(trimethylsilyl)ethoxy)methyl)amino)-3-iodopyrazolo[1,5-a]pyrimidin-5-yl)-8-azabicyclo[3.2.1]octane-8-carboxylate (1.98 mmol, 1101 mg) in dioxane (40 mL) and H2O (4 mL). The resulting solution was stirred at 70° C. under argon overnight. The mixture was diluted with H2O and then extracted... The reactants are ClC1=NC=C(C=C1)B1OC(C(O1)(C)C)(C)C (2-Chloro-5-(4,4,5,5-tetramethyl-1,3,2-dioxaborolan-2-yl)pyridine), [O-]P(=O)([O-])[O-].[K+].[K+].[K+] (K3PO4), C(Cl)Cl (CH2Cl2), C[Si](CCOCN(C1=CC(=NC=2N1N=CC2I)C2CC1CCC(C2)N1C(=O)OC(C)(C)C)COCC[Si](C)(C)C)(C)C (tert-butyl 3-(7-(bis((2-(trimethylsilyl)ethoxy)methyl)amino)-3-iodopyrazolo[1,5-a]pyrimidin-5-yl)-8-azabicyclo[3.2.1]octane-8-carboxylate). Reaction conditions: temperature 70 celsius, time 8 hour. Run in O (H2O), O1CCOCC1 (dioxane), O (H2O). Reagents/catalysts: C1=CC=C(C=C1)P([C-]2C=CC=C2)C3=CC=CC=C3.C1=CC=C(C=C1)P([C-]2C=CC=C2)C3=CC=CC=C3.Cl[Pd]Cl.[Fe+2] (PdCl2(dppf)). As a reaction SMILES: [Cl:1][C:2]1[CH:7]=[CH:6][C:5](B2OC(C)(C)C(C)(C)O2)=[CH:4][N:3]=1.[O-]P([O-])([O-])=O.[K+].[K+].[K+].C(Cl)Cl.[CH3:28][Si:29]([CH3:69])([CH3:68])[CH2:30][CH2:31][O:32][CH2:33][N:34]([CH2:60][O:61][CH2:62][CH2:63][Si:64]([CH3:67])([CH3:66])[CH3:65])[C:35]1[N:40]2[N:41]=[CH:42][C:43](I)=[C:39]2[N:38]=[C:37]([CH:45]2[CH2:51][CH:50]3[N:52]([C:53]([O:55][C:56]([CH3:59])([CH3:58])[CH3:57])=[O:54])[CH:47]([CH2:48][CH2:49]3)[CH2:46]2)[CH:36]=1>O1CCOCC1.O.C1C=CC(P(C2C=CC=CC=2)[C-]2C=CC=C2)=CC=1.C1C=CC(P(C2C=CC=CC=2)[C-]2C=CC=C2)=CC=1.Cl[Pd]Cl.[Fe+2]>[CH3:67][Si:64]([CH3:65])([CH3:66])[CH2:63][CH2:62][O:61][CH2:60][N:34]([CH2:33][O:32][CH2:31][CH2:30][Si:29]([CH3:28])([CH3:69])[CH3:68])[C:35]1[N:40]2[N:41]=[CH:42][C:43]([C:5]3[CH:4]=[N:3][C:2]([Cl:1])=[CH:7][CH:6]=3)=[C:39]2[N:38]=[C:37]([CH:45]2[CH2:51][CH:50]3[N:52]([C:53]([O:55][C:56]([CH3:59])([CH3:58])[CH3:57])=[O:54])[CH:47]([CH2:48][CH2:49]3)[CH2:46]2)[CH:36]=1 |f:1.2.3.4,9.10.11.12|.